Task: describe an organic reaction: reactants, conditions, products, and yield. Dataset: the Open Reaction Database (ORD), a public repository of structured organic reaction records Starting materials: O=C([O-])[O-], NC(CC1CCCCC1)CN1CCN(c2nccc3ccccc23)CC1, O=C(O)C1CCCCC1, [Cl-], ClCCl, [K+], [K+], O. The product is O=C(NC(CC1CCCCC1)CN1CCN(c2nccc3ccccc23)CC1)C1CCCCC1. RXN SMILES: [C:27](=[O:28])([O-:29])[O-:30].[CH:1]1([CH2:7][CH:8]([CH2:9][N:10]2[CH2:11][CH2:12][N:13]([c:16]3[n:17][cH:18][cH:19][c:20]4[cH:21][cH:22][cH:23][cH:24][c:25]34)[CH2:14][CH2:15]2)[NH2:26])[CH2:2][CH2:3][CH2:4][CH2:5][CH2:6]1.[CH:34]1([C:40](=[O:41])[OH:42])[CH2:35][CH2:36][CH2:37][CH2:38][CH2:39]1.[Cl-:33].[Cl:43][CH2:44][Cl:45].[K+:31].[K+:32].[OH2:46]>>[CH:1]1([CH2:7][CH:8]([CH2:9][N:10]2[CH2:11][CH2:12][N:13]([c:16]3[n:17][cH:18][cH:19][c:20]4[cH:21][cH:22][cH:23][cH:24][c:25]34)[CH2:14][CH2:15]2)[NH:26][C:40]([CH:34]2[CH2:35][CH2:36][CH2:37][CH2:38][CH2:39]2)=[O:41])[CH2:2][CH2:3][CH2:4][CH2:5][CH2:6]1. Reactants: CCOC(=O)c1ccc(N(C)CCOC)cc1, CO, [Na+], [OH-]. Product: COCCN(C)c1ccc(C(=O)O)cc1. RXN SMILES: [CH3:1][O:2][CH2:3][CH2:4][N:5]([c:6]1[cH:7][cH:8][c:9]([C:10](=[O:11])[O:12][CH2:13][CH3:14])[cH:15][cH:16]1)[CH3:17].[CH3:20][OH:21].[Na+:19].[OH-:18]>>[CH3:1][O:2][CH2:3][CH2:4][N:5]([c:6]1[cH:7][cH:8][c:9]([C:10](=[O:11])[OH:12])[cH:15][cH:16]1)[CH3:17]. The reactants are CC(=O)O, O=C(c1ccco1)c1cc2nccc(Cc3ccc([N+](=O)[O-])cc3F)c2s1, [Fe]. Yields the product Nc1ccc(Cc2ccnc3cc(C(=O)c4ccco4)sc23)c(F)c1. Reaction SMILES: [CH3:28][C:29](=[O:30])[OH:31].[F:1][c:2]1[c:3]([CH2:4][c:5]2[c:6]3[c:7]([n:8][cH:9][cH:10]2)[cH:11][c:12]([C:14](=[O:15])[c:16]2[o:17][cH:18][cH:19][cH:20]2)[s:13]3)[cH:21][cH:22][c:23]([N+:25]([O-:26])=[O:27])[cH:24]1.[Fe:32]>>[F:1][c:2]1[c:3]([CH2:4][c:5]2[c:6]3[c:7]([n:8][cH:9][cH:10]2)[cH:11][c:12]([C:14](=[O:15])[c:16]2[o:17][cH:18][cH:19][cH:20]2)[s:13]3)[cH:21][cH:22][c:23]([NH2:25])[cH:24]1.